This data is from the Open Reaction Database (ORD), a public repository of structured organic reaction records. The task is: describe an organic reaction: reactants, conditions, products, and yield Starting materials: OCC1OC2(OC1)C=1C=CN(C1CCC2Br)S(=O)(=O)C2=CC=C(C=C2)C (4'-hydroxymethyl-5-bromo-1-p-toluenesulfonyl-4,5,6,7-tetrahydroindole-4-spiro-[1,3]dioxolane), C1(=CC=C(C=C1)S(=O)(=O)Cl)C (p-toluenesulfonyl chloride), N1=CC=CC=C1 (pyridine). Run in ClCCl (dichloromethane), ClCCl (dichloromethane). Run at time 10 hour. The product is C1(=CC=C(C=C1)S(=O)(=O)OCC1OC2(OC1)C=1C=CN(C1CCC2Br)S(=O)(=O)C2=CC=C(C=C2)C)C (4'-p-toluenesulfonyloxymethyl-5-bromo-1-p-toluenesulfonyl-4,5,6,7-tetrahydroindole-4-spiro-[1,3]dioxolane). Isolated yield 87.0%. As a reaction SMILES: [OH:1][CH2:2][CH:3]1[CH2:7][O:6][C:5]2([CH:15]([Br:16])[CH2:14][CH2:13][C:12]3[N:11]([S:17]([C:20]4[CH:25]=[CH:24][C:23]([CH3:26])=[CH:22][CH:21]=4)(=[O:19])=[O:18])[CH:10]=[CH:9][C:8]2=3)[O:4]1.[C:27]1([CH3:37])[CH:32]=[CH:31][C:30]([S:33](Cl)(=[O:35])=[O:34])=[CH:29][CH:28]=1.N1C=CC=CC=1>ClCCl>[C:27]1([CH3:37])[CH:32]=[CH:31][C:30]([S:33]([O:1][CH2:2][CH:3]2[CH2:7][O:6][C:5]3([CH:15]([Br:16])[CH2:14][CH2:13][C:12]4[N:11]([S:17]([C:20]5[CH:21]=[CH:22][C:23]([CH3:26])=[CH:24][CH:25]=5)(=[O:19])=[O:18])[CH:10]=[CH:9][C:8]3=4)[O:4]2)(=[O:35])=[O:34])=[CH:29][CH:28]=1. Procedure: To a solution of 4'-hydroxymethyl-5-bromo-1-p-toluenesulfonyl-4,5,6,7-tetrahydroindole-4-spiro-[1,3]dioxolane (100 parts) in dichloromethane (2000 parts) is added a solution of p-toluenesulfonyl chloride (1.1 molar equivalent) and pyridine (1.2 molar equivalents) in dichloromethane (500 parts), and the mixture is kept at room temperature for 10 hours. The mixture is evaporated, and the residue is dissolved in ethyl acetate, washed with water, dried and evaporated to give 4'-p-toluenesulfonyloxym... Starting materials: C(C)NC(NC=1SC2=C(N1)C=C(C=C2C2=NC=CC(=C2)C)OS(=O)(=O)C(F)(F)F)=O (Trifluoro-methanesulfonic acid 2-(3-ethyl-ureido)-7-(4-methyl-pyridin-2-yl)-benzothiazol-5-yl ester), N1=CC(=CC=C1)B(O)O (3-pyridineboronic acid), [O-]P(=O)([O-])[O-].[K+].[K+].[K+] (potassium phosphate tribasic), O1CCOCC1 (1,4-dioxane). Run in CO (methanol). Reaction conditions: temperature 80 celsius. Product: C(C)NC(=O)NC=1SC2=C(N1)C=C(C=C2C2=NC=CC(=C2)C)C=2C=NC=CC2 (1-Ethyl-3-[7-(4-methyl-pyridin-2-yl)-5-pyridin-3-yl-benzothiazol-2-yl]-urea). As a reaction SMILES: [CH2:1]([NH:3][C:4](=[O:30])[NH:5][C:6]1[S:7][C:8]2[C:14]([C:15]3[CH:20]=[C:19]([CH3:21])[CH:18]=[CH:17][N:16]=3)=[CH:13][C:12](OS(C(F)(F)F)(=O)=O)=[CH:11][C:9]=2[N:10]=1)[CH3:2].[N:31]1[CH:36]=[CH:35][CH:34]=[C:33](B(O)O)[CH:32]=1.[O-]P([O-])([O-])=O.[K+].[K+].[K+].O1CCOCC1>CO>[CH2:1]([NH:3][C:4]([NH:5][C:6]1[S:7][C:8]2[C:14]([C:15]3[CH:20]=[C:19]([CH3:21])[CH:18]=[CH:17][N:16]=3)=[CH:13][C:12]([C:33]3[CH:32]=[N:31][CH:36]=[CH:35][CH:34]=3)=[CH:11][C:9]=2[N:10]=1)=[O:30])[CH3:2] |f:2.3.4.5|. Reported procedure: A stirred mixture of the crude Trifluoro-methanesulfonic acid 2-(3-ethyl-ureido)-7-(4-methyl-pyridin-2-yl)-benzothiazol-5-yl ester (44 mg, 0.096 mmol), 3-pyridineboronic acid (13 mg, 0.106 mmol), powdered potassium phosphate tribasic (25 mg, 0.115 mmol), anhydrous 1,4-dioxane (0.7 ml) and anhydrous methanol (1.2 ml) was purged with nitrogen for 15 min. 1,1′-bis(diphenylphosphino)ferrocene palladium (II) chloride complex (12 mg, 0.0144 mmol) was added and the mixture heated at 80° C. for 16 h und... The reactants are NC1=NC(=NC=2N1OC(N2)=O)N(CC=C)CC=C (7-amino-5-diallylamino-2H-[1,2,4]oxadiazolo[2,3-a]-s-triazin-2-one), C(C1=CC=CC=C1)(=O)Cl (benzoyl chloride), Cl (hydrochloric acid). The solvent is C(Cl)Cl (methylene chloride), O (water), C(Cl)Cl (methylene chloride), C(C)N(CC)CC (triethylamine). Run at temperature 0 celsius. The product is C(C=C)N(C1=NC=2N(C(=N1)NC(C1=CC=CC=C1)=O)OC(N2)=O)CC=C (N-{5-diallylamino-2-oxo-2H-[1,2,4]oxadiazolo[2,3-a]-s-triazin-7-yl}benzamide). RXN SMILES: [NH2:1][C:2]1[N:7]2[O:8][C:9](=[O:11])[N:10]=[C:6]2[N:5]=[C:4]([N:12]([CH2:16][CH:17]=[CH2:18])[CH2:13][CH:14]=[CH2:15])[N:3]=1.[C:19](Cl)(=[O:26])[C:20]1[CH:25]=[CH:24][CH:23]=[CH:22][CH:21]=1.Cl>O.C(Cl)Cl.C(N(CC)CC)C>[CH2:13]([N:12]([CH2:16][CH:17]=[CH2:18])[C:4]1[N:3]=[C:2]([NH:1][C:19](=[O:26])[C:20]2[CH:25]=[CH:24][CH:23]=[CH:22][CH:21]=2)[N:7]2[O:8][C:9](=[O:11])[N:10]=[C:6]2[N:5]=1)[CH:14]=[CH2:15]. Procedure: 7.0 g. of 7-amino-5-diallylamino-2H-[1,2,4]oxadiazolo[2,3-a]-s-triazin-2-one are suspended in 250 ml. of methylene chloride and 10 ml. of triethylamine, cooled while stirring to 0° C. and treated with 4.5 ml. of benzoyl chloride in 35 ml. of methylene chloride. The mixture is subsequently stirred at 0° C. for 1 hour, then diluted with water and adjusted to pH 4 with hydrochloric acid. The two phases are separated and the aqueous phase is extracted twice with methylene chloride. The organic extra... Reactants: COC(=O)c1cccc2[nH]cc(C=O)c12, CC(=O)[O-], CO, Cl, NO, [Na+]. Product: COC(=NO)c1cccc2[nH]cc(C=O)c12. RXN SMILES: [CH3:1][O:2][C:3](=[O:4])[c:5]1[c:6]2[c:7]([CH:14]=[O:15])[cH:8][nH:9][c:10]2[cH:11][cH:12][cH:13]1.[CH3:20][C:21](=[O:22])[O-:23].[CH3:24][OH:25].[ClH:16].[NH2:17][OH:18].[Na+:19]>>[CH3:1][O:2][C:3]([c:5]1[c:6]2[c:7]([CH:14]=[O:15])[cH:8][nH:9][c:10]2[cH:11][cH:12][cH:13]1)=[N:17][OH:18].